This data is from the Open Reaction Database (ORD), a public repository of structured organic reaction records. The task is: describe an organic reaction: reactants, conditions, products, and yield Starting materials: C(C=C)NC(C1=C(C=CC=C1)N)=O (N-Allyl-2-amino benzamide), C(C=C)N (allylamine), C1=2C(=O)OC(NC1=CC=CC2)=O (isatoic anhydride). The product is C(C=C)NC(C1=C(C=CC=C1)NCC=1NCCN1)=O (N-allyl-2-[(4,5-dihydro-1H-imidazol-2-ylmethyl)amino]benzamide). As a reaction SMILES: [CH2:1]([NH:4][C:5](=[O:13])[C:6]1[CH:11]=[CH:10][CH:9]=[CH:8][C:7]=1[NH2:12])[CH:2]=[CH2:3].[CH2:14]([NH2:17])[CH:15]=C.[C:18]12[C:24](=CC=CC=1)[NH:23]C(=O)OC2=O>>[CH2:1]([NH:4][C:5](=[O:13])[C:6]1[CH:11]=[CH:10][CH:9]=[CH:8][C:7]=1[NH:12][CH2:15][C:14]1[NH:17][CH2:18][CH2:24][N:23]=1)[CH:2]=[CH2:3]. Procedure: N-Allyl-2-amino benzamide (prepared from allylamine and isatoic anhydride, using the methods described in Example 17) and CMI were reacted using conditions described in the general procedure for CMI coupling to give N-allyl-2-[(4,5-dihydro-1H-imidazol-2-ylmethyl)amino]benzamide, isolated as the hydrochloride salt. Reactants: C(C)(C)(C)OC(C(C)(C)SC=1SC=C(N1)CCO)=O (2-{[4-(2-hydroxyethyl)-1,3-thiazol-2-yl]thio}-2-methylpropionic acid tert-butyl ester), BrC1=CC=C(C=C1)O (4-bromophenol), C1(=CC=CC=C1)P(C1=CC=CC=C1)C1=CC=CC=C1 (triphenylphosphine), [N+](=[N-])(C(=O)OC(C)C)C(=O)OC(C)C (diisopropyl diazodicarboxylate). The solvent is O1CCCC1 (tetrahydrofuran). Run at time 12 hour. Product: C(C)(C)(C)OC(C(C)(C)SC=1SC=C(N1)CCOC1=CC=C(C=C1)Br)=O (2-({4-[2-(4-bromophenoxy)ethyl]-1,3-thiazol-2-yl}thio)-2-methylpropionic acid tert-butyl ester). Isolated yield 74.4%. Reaction SMILES: [C:1]([O:5][C:6](=[O:19])[C:7]([S:10][C:11]1[S:12][CH:13]=[C:14]([CH2:16][CH2:17][OH:18])[N:15]=1)([CH3:9])[CH3:8])([CH3:4])([CH3:3])[CH3:2].[Br:20][C:21]1[CH:26]=[CH:25][C:24](O)=[CH:23][CH:22]=1.C1(P(C2C=CC=CC=2)C2C=CC=CC=2)C=CC=CC=1.[N+](C(OC(C)C)=O)(C(OC(C)C)=O)=[N-]>O1CCCC1>[C:1]([O:5][C:6](=[O:19])[C:7]([S:10][C:11]1[S:12][CH:13]=[C:14]([CH2:16][CH2:17][O:18][C:24]2[CH:25]=[CH:26][C:21]([Br:20])=[CH:22][CH:23]=2)[N:15]=1)([CH3:9])[CH3:8])([CH3:2])([CH3:4])[CH3:3]. Procedure details: 2-{[4-(2-Hydroxyethyl)-1,3-thiazol-2-yl]thio}-2-methylpropionic acid tert-butyl ester (3.077 g) synthesized in Example 4 and 4-bromophenol (1.75 g) were dissolved in tetrahydrofuran (50 mL), triphenylphosphine (3.20 g) and diisopropyl diazodicarboxylate (40% toluene solution, 6.54 ml) were added under ice-cooling, and the mixture was stirred at room temperature for 12 hr. The reaction mixture was concentrated under reduced pressure, and the residue was purified by silica gel chromatography (elut... Yields the product CCCc1c(OCc2cccc(C(=O)O)n2)ccc(C(C)=O)c1O. As a reaction SMILES: [CH3:1][O:2][C:3](=[O:4])[c:5]1[n:6][c:7]([CH2:11][O:12][c:13]2[c:14]([CH2:23][CH2:24][CH3:25])[c:15]([OH:22])[c:16]([C:19]([CH3:20])=[O:21])[cH:17][cH:18]2)[cH:8][cH:9][cH:10]1.[CH3:28][OH:29].[Li+:26].[OH-:27].[OH2:30]>>[O:2]=[C:3]([OH:4])[c:5]1[n:6][c:7]([CH2:11][O:12][c:13]2[c:14]([CH2:23][CH2:24][CH3:25])[c:15]([OH:22])[c:16]([C:19]([CH3:20])=[O:21])[cH:17][cH:18]2)[cH:8][cH:9][cH:10]1. The reactants are CCCc1c(OCc2cccc(C(=O)OC)n2)ccc(C(C)=O)c1O, CO, [Li+], [OH-], O. Reactants: CC=1OC(=CC1C(=O)Cl)C (2,5-dimethylfuran-3-carbonyl chloride), [BH4-].[Na+] (sodium borohydride), O (water), Cl (hydrochloric acid). The solvent is O1CCCC1 (tetrahydrofuran), O1CCCC1 (tetrahydrofuran). Run at temperature 0 celsius, time 1 hour. Product: CC=1OC(=CC1CO)C ((2,5-dimethylfuran-3-yl)methanol). Isolated yield 95.5%. RXN SMILES: [CH3:1][C:2]1[O:3][C:4]([CH3:10])=[CH:5][C:6]=1[C:7](Cl)=[O:8].[BH4-].[Na+].Cl.O>O1CCCC1>[CH3:1][C:2]1[O:3][C:4]([CH3:10])=[CH:5][C:6]=1[CH2:7][OH:8] |f:1.2|. Procedure: A solution of 2,5-dimethylfuran-3-carbonyl chloride (5.0 g) in tetrahydrofuran (20 mL) was added dropwise to a suspension of sodium borohydride (3.4 g) in tetrahydrofuran (50 mL) at 0° C. and, after the completion of the dropwise addition, the mixture was stirred at 0° C. for 1 hr. The reaction mixture was treated with 1N hydrochloric acid, poured into water, and the mixture was extracted with ethyl acetate. The organic layer was washed with saturated brine, and dried over magnesium sulfate. The... Reactants: N1C(CCC2=CC=CC=C12)CNC(=O)NC1=C2C=NN(C2=CC=C1)C(=O)OC (methyl 4-({[(1,2,3,4-tetrahydroquinolin-2-ylmethyl)amino]carbonyl}amino)-1H-indazole-1-carboxylate), C(C1=CC=CC=C1)Br (benzyl bromide), C([O-])([O-])=O.[K+].[K+] (potassium carbonate). The solvent is O1CCCC1 (tetrahydrofuran), C(C)(=O)OCC (ethyl acetate). Conditions: time 72 hour. The product is C(C1=CC=CC=C1)N1C(CCC2=CC=CC=C12)CNC(=O)NC1=C2C=NN(C2=CC=C1)C(=O)OC (methyl 4-[({[(1-benzyl-1,2,3,4-tetrahydroquinolin-2-yl)methyl]amino}carbonyl)amino]-1H-indazole-1-carboxylate). Isolated yield 82.4%. As a reaction SMILES: [NH:1]1[C:10]2[C:5](=[CH:6][CH:7]=[CH:8][CH:9]=2)[CH2:4][CH2:3][CH:2]1[CH2:11][NH:12][C:13]([NH:15][C:16]1[CH:24]=[CH:23][CH:22]=[C:21]2[C:17]=1[CH:18]=[N:19][N:20]2[C:25]([O:27][CH3:28])=[O:26])=[O:14].[CH2:29](Br)[C:30]1[CH:35]=[CH:34][CH:33]=[CH:32][CH:31]=1.C(=O)([O-])[O-].[K+].[K+]>O1CCCC1.C(OCC)(=O)C>[CH2:29]([N:1]1[C:10]2[C:5](=[CH:6][CH:7]=[CH:8][CH:9]=2)[CH2:4][CH2:3][CH:2]1[CH2:11][NH:12][C:13]([NH:15][C:16]1[CH:24]=[CH:23][CH:22]=[C:21]2[C:17]=1[CH:18]=[N:19][N:20]2[C:25]([O:27][CH3:28])=[O:26])=[O:14])[C:30]1[CH:35]=[CH:34][CH:33]=[CH:32][CH:31]=1 |f:2.3.4|. Reported procedure: A mixture of the product of Example 22B (0.72 g, 1.5 mmol), benzyl bromide (0.26 g, 1.5 mmol) and potassium carbonate (3.0 g in 3 mL of H2O) in tetrahydrofuran (6 mL) was stirred at room temperature for 72 hrs, diluted with ethyl acetate, washed with water and partitioned. The isolated organic layer was concentrated and the residue was chromatographed on silica gel, eluting with 60%-100% ethyl acetate/hexanes to afford the title compound (0.58 g, 72%) as an amorphous solid. 1H NMR (300 MHz, d6-D... Isolated yield 14.0%. Reactants: N1C(CNCC1)=O (piperazine-2-one), C1(CC1)C1=CC=C(C(=N1)C(=O)NC1=C(C(=O)O)C=CN=C1)NC=1C=NC=NC1 (3-{[6-cyclopropyl-3-(pyrimidin-5-ylamino)-pyridine-2-carbonyl]-amino}-isonicotinic acid). Reaction SMILES: [NH:1]1[CH2:6][CH2:5][NH:4][CH2:3][C:2]1=[O:7].[CH:8]1([C:11]2[N:16]=[C:15]([C:17]([NH:19][C:20]3[CH:28]=[N:27][CH:26]=[CH:25][C:21]=3[C:22](O)=[O:23])=[O:18])[C:14]([NH:29][C:30]3[CH:31]=[N:32][CH:33]=[N:34][CH:35]=3)=[CH:13][CH:12]=2)[CH2:10][CH2:9]1>>[O:7]=[C:2]1[NH:1][CH2:6][CH2:5][N:4]([C:22]([C:21]2[CH:25]=[CH:26][N:27]=[CH:28][C:20]=2[NH:19][C:17]([C:15]2[C:14]([NH:29][C:30]3[CH:31]=[N:32][CH:33]=[N:34][CH:35]=3)=[CH:13][CH:12]=[C:11]([CH:8]3[CH2:10][CH2:9]3)[N:16]=2)=[O:18])=[O:23])[CH2:3]1. Reported procedure: According to the general method described in step 3 of example 53, reaction of piperazine-2-one with 3-{[6-cyclopropyl-3-(pyrimidin-5-ylamino)-pyridine-2-carbonyl]-amino}-isonicotinic acid provided the title compound (14%) as amorphous light yellow solid. Yields the product O=C1CN(CCN1)C(=O)C1=C(C=NC=C1)NC(=O)C1=NC(=CC=C1NC=1C=NC=NC1)C1CC1 (6-Cyclopropyl-3-(pyrimidin-5-ylamino)-pyridine-2-carboxylic acid [4-(3-oxo-piperazine-1-carbonyl)-pyridin-3-yl]-amide). Starting materials: C(C1=CC=CC=C1)(C1=CC=CC=C1)OCCCN1CCNCC1 (N-(3-benzhydroxypropyl)piperazine), COC=1C=C(C=CC1OC)C=CC=CC(=O)N1C(SCC1)=S (N-[5-(3,4-dimethoxyphenyl)-2,4-pentadienoyl]thiazolidine-2-thione). Solvent: O1CCCC1 (tetrahydrofuran), O1CCCC1 (tetrahydrofuran). Product: COC=1C=C(C=CC1OC)C=CC=CC(=O)N1CCN(CC1)CCCOC(C1=CC=CC=C1)C1=CC=CC=C1 (N-[5-(3,4-dimethoxyphenyl)-2,4-pentadienoyl]-N'-(3-benzhydroxypropyl)piperazine). Yield: 89.0%. As a reaction SMILES: [CH:1]([O:14][CH2:15][CH2:16][CH2:17][N:18]1[CH2:23][CH2:22][NH:21][CH2:20][CH2:19]1)([C:8]1[CH:13]=[CH:12][CH:11]=[CH:10][CH:9]=1)[C:2]1[CH:7]=[CH:6][CH:5]=[CH:4][CH:3]=1.[CH3:24][O:25][C:26]1[CH:27]=[C:28]([CH:34]=[CH:35][CH:36]=[CH:37][C:38](N2CCSC2=S)=[O:39])[CH:29]=[CH:30][C:31]=1[O:32][CH3:33]>O1CCCC1>[CH3:24][O:25][C:26]1[CH:27]=[C:28]([CH:34]=[CH:35][CH:36]=[CH:37][C:38]([N:21]2[CH2:22][CH2:23][N:18]([CH2:17][CH2:16][CH2:15][O:14][CH:1]([C:2]3[CH:3]=[CH:4][CH:5]=[CH:6][CH:7]=3)[C:8]3[CH:13]=[CH:12][CH:11]=[CH:10][CH:9]=3)[CH2:19][CH2:20]2)=[O:39])[CH:29]=[CH:30][C:31]=1[O:32][CH3:33]. Procedure: To a solution of 310 mg (1 mmol) of N-(3-benzhydroxypropyl)piperazine in dry tetrahydrofuran (5 ml) was added a solution of 483 mg (1 mmol) of N-[5-(3,4-dimethoxyphenyl)-2,4-pentadienoyl]thiazolidine-2-thione in dry tetrahydrofuran (5 ml), and the mixture was allowed to react at room temperature for overnight under argon atmosphere. The reaction mixture was concentrated by evaporation under reduced pressure, diluted with chloroform and washed; in turn, with 2N aqueous solution of sodium hydroxid...